Task: describe an organic reaction: reactants, conditions, products, and yield. Dataset: the Open Reaction Database (ORD), a public repository of structured organic reaction records The reactants are O=C([O-])O, CC(=O)Cl, CN(C)c1ccncc1, Cc1ccc(NC(=O)c2cccc(C(F)(F)F)c2Cl)cc1Oc1ccc2nc(N)sc2n1, [Na+], c1ccncc1. Product: CC(=O)Nc1nc2ccc(Oc3cc(NC(=O)c4cccc(C(F)(F)F)c4Cl)ccc3C)nc2s1. RXN SMILES: [C:37](=[O:38])([O-:39])[OH:40].[CH3:33][C:34]([Cl:35])=[O:36].[CH3:48][N:49]([CH3:50])[c:51]1[cH:52][cH:53][n:54][cH:55][cH:56]1.[NH2:1][c:2]1[s:3][c:4]2[n:5][c:6]([O:11][c:12]3[cH:13][c:14]([NH:19][C:20]([c:21]4[c:22]([Cl:31])[c:23]([C:27]([F:28])([F:29])[F:30])[cH:24][cH:25][cH:26]4)=[O:32])[cH:15][cH:16][c:17]3[CH3:18])[cH:7][cH:8][c:9]2[n:10]1.[Na+:41].[cH:42]1[cH:43][cH:44][n:45][cH:46][cH:47]1>>[NH:1]([c:2]1[s:3][c:4]2[n:5][c:6]([O:11][c:12]3[cH:13][c:14]([NH:19][C:20]([c:21]4[c:22]([Cl:31])[c:23]([C:27]([F:28])([F:29])[F:30])[cH:24][cH:25][cH:26]4)=[O:32])[cH:15][cH:16][c:17]3[CH3:18])[cH:7][cH:8][c:9]2[n:10]1)[C:34]([CH3:33])=[O:36]. Starting materials: CC(=O)O, CO, CC(=O)c1cc(C)c(Nc2ncc(Cl)c(Nc3cc(C)[nH]n3)n2)cc1C, NOCCO. The product is CC(=NOCCO)c1cc(C)c(Nc2ncc(Cl)c(Nc3cc(C)[nH]n3)n2)cc1C. Reaction SMILES: [C:27]([OH:28])(=[O:29])[CH3:30].[CH3:36][OH:37].[Cl:1][c:2]1[c:3]([NH:20][c:21]2[n:22][nH:23][c:24]([CH3:26])[cH:25]2)[n:4][c:5]([NH:8][c:9]2[cH:10][c:11]([CH3:19])[c:12]([C:16]([CH3:17])=[O:18])[cH:13][c:14]2[CH3:15])[n:6][cH:7]1.[NH2:31][O:32][CH2:33][CH2:34][OH:35]>>[Cl:1][c:2]1[c:3]([NH:20][c:21]2[n:22][nH:23][c:24]([CH3:26])[cH:25]2)[n:4][c:5]([NH:8][c:9]2[cH:10][c:11]([CH3:19])[c:12]([C:16]([CH3:17])=[N:31][O:32][CH2:33][CH2:34][OH:35])[cH:13][c:14]2[CH3:15])[n:6][cH:7]1. Reactants: COCCN(C(CCCCCO)=O)CCOC (N,N-Bis(2'-methoxyethyl)-6-hydroxyhexanamide), N[C@@H](CCC(=O)O)C(=O)O (L-glutamic Acid), O.C1(=CC=C(C=C1)S(=O)(=O)O)C (p-toluenesulfonic acid monohydrate). Solvent: C1(=CC=CC=C1)C (toluene). The product is CC=1C=CC(=CC1)S(=O)(=O)O (p-toluenesulfonate). Isolated yield 425.1%. As a reaction SMILES: COCCN(CCOC)C(=O)CCCCCO.N[C@H](C(O)=O)CCC(O)=O.O.[C:29]1([CH3:39])[CH:34]=[CH:33][C:32]([S:35]([OH:38])(=[O:37])=[O:36])=[CH:31][CH:30]=1>C1(C)C=CC=CC=1>[CH3:39][C:29]1[CH:34]=[CH:33][C:32]([S:35]([OH:38])(=[O:37])=[O:36])=[CH:31][CH:30]=1 |f:2.3|. Procedure details: A mixture of N,N-Bis(2'-methoxyethyl)-6-hydroxyhexanamide (10.0 g, Example 5), L-glutamic Acid (2.97 g) and p-toluenesulfonic acid monohydrate (4.03 g) in toluene (30 mL) was refluxed under nitrogen. Water was separated from the distillate in a Barrett distilling receiver. When the theoretical amount of water (1.1 g) was collected, the heating was stopped and the toluene removed in vacuo on a rotary evaporator. The product was obtained as its p-toluenesulfonate salt as a brown oil (15.51 g). Starting materials: [Al+3], CC[SiH](CC)CC, C1CCOC1, ClCCl, [H-], [H-], [H-], [H-], [Li+], N#CCc1ccc(-c2sc3ccccc3c2C(=O)c2ccc(OCCN3CCCC3)cc2)cc1. Product: N#CCc1ccc(-c2sc3ccccc3c2Cc2ccc(OCCN3CCCC3)cc2)cc1. As a reaction SMILES: [Al+3:36].[CH2:41]([SiH:42]([CH2:43][CH3:44])[CH2:45][CH3:46])[CH3:47].[CH2:48]1[O:49][CH2:50][CH2:51][CH2:52]1.[Cl:53][CH2:54][Cl:55].[H-:35].[H-:38].[H-:39].[H-:40].[Li+:37].[N:1]1([CH2:6][CH2:7][O:8][c:9]2[cH:10][cH:11][c:12]([C:15](=[O:16])[c:17]3[c:18]4[c:19]([s:20][c:21]3-[c:22]3[cH:23][cH:24][c:25]([CH2:28][C:29]#[N:30])[cH:26][cH:27]3)[cH:31][cH:32][cH:33][cH:34]4)[cH:13][cH:14]2)[CH2:2][CH2:3][CH2:4][CH2:5]1>>[N:1]1([CH2:6][CH2:7][O:8][c:9]2[cH:10][cH:11][c:12]([CH2:15][c:17]3[c:18]4[c:19]([s:20][c:21]3-[c:22]3[cH:23][cH:24][c:25]([CH2:28][C:29]#[N:30])[cH:26][cH:27]3)[cH:31][cH:32][cH:33][cH:34]4)[cH:13][cH:14]2)[CH2:2][CH2:3][CH2:4][CH2:5]1. Reactants: 14.1, C([O-])([O-])=O.[K+].[K+] (potassium-carbonate), ClC=1C=CC(=C(N)C1)[N+](=O)[O-] (5-chloro-2-nitroaniline), C(CS)(=O)OC (methyl thioglycolate), O (water). Run in CN(C)C=O (DMF). Reaction conditions: time 18 hour. Product: NC=1C=C(C=CC1[N+](=O)[O-])SCC(=O)OC (methyl (3-amino-4-nitrophenylsulfanyl)acetate). As a reaction SMILES: C(=O)([O-])[O-].[K+].[K+].Cl[C:8]1[CH:9]=[CH:10][C:11]([N+:15]([O-:17])=[O:16])=[C:12]([CH:14]=1)[NH2:13].[C:18]([O:22][CH3:23])(=[O:21])[CH2:19][SH:20].O>CN(C=O)C>[NH2:13][C:12]1[CH:14]=[C:8]([S:20][CH2:19][C:18]([O:22][CH3:23])=[O:21])[CH:9]=[CH:10][C:11]=1[N+:15]([O-:17])=[O:16] |f:0.1.2|. Reported procedure: 14.1 4.25 g (30.7 mmol) of potassium-carbonate are added to a solution of 2.65 g (15.4 mmol) of 5-chloro-2-nitroaniline and 1.66 g (1 5.4 mmol) of methyl thioglycolate in 14 ml of DMF, and the mixture is stirred at room temperature for 18 hours. The reaction mixture is introduced into water, and the resultant precipitate is filtered off, giving methyl (3-amino-4-nitrophenylsulfanyl)acetate as a yellow solid; ESI 243. The reactants are ClC(Cl)(OC(OC(Cl)(Cl)Cl)=O)Cl (Triphosgene), C1OCC2=C1C=CC=C2OC2=CC=C(C=C2)NC([C@H](N)C)=O (N1-[4-(1,3-dihydro-2-benzofuran-4-yloxy)phenyl]-D-alaninamide), C1OCC2=C1C=CC=C2OC2=CC=C(C=C2)NC([C@H](N)C)=O (N1-[4-(1,3-dihydro-2-benzofuran-4-yloxy)phenyl]-D-alaninamide), TEA, C(=O)(O)[O-].[Na+] (NaHCO3). The solvent is ClCCl (dichloromethane), ClCCl (dichloromethane). Conditions: temperature 0 celsius, time 45 minute. Product: C1OCC2=C1C=CC=C2OC2=CC=C(C=C2)N2C(N[C@@H](C2=O)C)=O ((5R)-3-[4-(1,3-dihydro-2-benzofuran-4-yloxy)phenyl]-5-methyl-2,4-imidazolidinedione). The yield is 134.6%. Reaction SMILES: [CH2:1]1[C:5]2[CH:6]=[CH:7][CH:8]=[C:9]([O:10][C:11]3[CH:16]=[CH:15][C:14]([NH:17][C:18](=[O:22])[C@@H:19]([CH3:21])[NH2:20])=[CH:13][CH:12]=3)[C:4]=2[CH2:3][O:2]1.Cl[C:24](Cl)([O:26]C(=O)OC(Cl)(Cl)Cl)Cl.C([O-])(O)=O.[Na+]>ClCCl>[CH2:1]1[C:5]2[CH:6]=[CH:7][CH:8]=[C:9]([O:10][C:11]3[CH:12]=[CH:13][C:14]([N:17]4[C:18](=[O:22])[C@@H:19]([CH3:21])[NH:20][C:24]4=[O:26])=[CH:15][CH:16]=3)[C:4]=2[CH2:3][O:2]1 |f:2.3|. Reported procedure: A solution of N1-[4-(1,3-dihydro-2-benzofuran-4-yloxy)phenyl]-D-alaninamide (Intermediate 7, 80 mg) and TEA (0.187 ml, 1.341 mmol) in dichloromethane (10 ml) was stirred under argon at 0° C. Triphosgene (39.8 mg, 0.134 mmol) in dichloromethane (4 ml) was added and the mixture was left under stirring at 0° C. for 45 minutes. An aqueous saturated solution of NaHCO3 was then added. The phases were separated and the aqueous one was extracted 3 times with dichloromethane. The gathered organic phases ... Yields the product Cc1ccc(S(=O)(=O)n2ccc3nc(N)cnc32)cc1. Reactants: C1CCOC1, O, O=P(O)(O)O, Cc1ccc(S(=O)(=O)n2ccc3nc(NC(=O)OC(C)(C)C)cnc32)cc1. Reaction SMILES: [O:33]1[CH2:34][CH2:35][CH2:36][CH2:37]1.[OH2:38].[P:28](=[O:29])([OH:30])([OH:31])[OH:32].[S:1](=[O:2])(=[O:3])([c:4]1[cH:5][cH:6][c:7]([CH3:8])[cH:9][cH:10]1)[n:11]1[cH:12][cH:13][c:14]2[c:15]1[n:16][cH:17][c:18]([NH:20][C:21](=[O:22])[O:23][C:24]([CH3:25])([CH3:26])[CH3:27])[n:19]2>>[S:1](=[O:2])(=[O:3])([c:4]1[cH:5][cH:6][c:7]([CH3:8])[cH:9][cH:10]1)[n:11]1[cH:12][cH:13][c:14]2[c:15]1[n:16][cH:17][c:18]([NH2:20])[n:19]2. The reactants are Cl (HCl), C(C)(C)(C)OC(=O)N1CCC(CC1)NC1=CC=C(C=C1)Cl (tert-butyl-4-(4-chlorophenylamino)piperidine-1-carboxylate), [OH-].[Na+] (sodium hydroxide). Solvent: C(C)(=O)OCC (ethyl acetate). The product is ClC1=CC=C(C=C1)NC1CCNCC1 (N-(4-chlorophenyl)piperidine-4-amine). Isolated yield 87.0%. Reaction SMILES: C(OC([N:8]1[CH2:13][CH2:12][CH:11]([NH:14][C:15]2[CH:20]=[CH:19][C:18]([Cl:21])=[CH:17][CH:16]=2)[CH2:10][CH2:9]1)=O)(C)(C)C.Cl.[OH-].[Na+]>C(OCC)(=O)C>[Cl:21][C:18]1[CH:19]=[CH:20][C:15]([NH:14][CH:11]2[CH2:12][CH2:13][NH:8][CH2:9][CH2:10]2)=[CH:16][CH:17]=1 |f:2.3|. Reported procedure: The tert-butyl-4-(4-chlorophenylamino)piperidine-1-carboxylate (973.2 mg, 3.1 mmol) obtained in step 1 was dissolved in ethyl acetate and mixed at 0 C for 3 hr with 6N HCl (5 mL), with stirring, after which distilled water was added to terminate the reaction. The resulting reaction mixture was washed with ethyl acetate. The pH of the aqueous layer thus formed was adjusted to 10 to 12 with 2N sodium hydroxide, followed by washing with ethyl acetate and saline to separate an organic solvent layer.... Starting materials: ClC1(C(C2C=CC1C2)(C#N)C#N)Cl (3,3-dichloro-bicyclo[2,2,1]hept-5-ene-2,2-dicarbonitrile), [H][H] (hydrogen). The reagents and catalysts are [Pt] (platinum on carbon). Solvent: C(C)(=O)OCC (ethyl acetate). Conditions: temperature 40 celsius, time 2 hour. Product: ClC1(C(C2CCC1C2)(C#N)C#N)Cl (3,3-dichlorobicyclo[2,2,1]heptane-2,2-dicarbonitrile). Yield: 99.6%. As a reaction SMILES: [Cl:1][C:2]1([Cl:13])[CH:7]2[CH2:8][CH:4]([CH:5]=[CH:6]2)[C:3]1([C:11]#[N:12])[C:9]#[N:10].[H][H]>C(OCC)(=O)C.[Pt]>[Cl:1][C:2]1([Cl:13])[CH:7]2[CH2:8][CH:4]([CH2:5][CH2:6]2)[C:3]1([C:11]#[N:12])[C:9]#[N:10]. Procedure details: 30 g (0.14 mol) of the (IV) prepared in Example 1 are dissolved in 170 ml of ethyl acetate, the solution is introduced into an autoclave, and 2 g of 1% strength platinum on carbon are added. The mixture is warmed to 40° C., and hydrogen is forced in until a pressure of 10 bar is reached. After approx. 2 hours, the reaction is complete. The catalyst is filtered off and the solvent is evaporated. 30 g (99%) of 3,3-dichlorobicyclo[2,2,1]heptane-2,2-dicarbonitrile, m.p. 148° C., are obtained.